Dataset: the Open Reaction Database (ORD), a public repository of structured organic reaction records. Task: describe an organic reaction: reactants, conditions, products, and yield Starting materials: Cc1ccccc1, OCC#Cc1ccc(Cl)c(Cl)c1. Yields the product OCCCc1ccc(Cl)c(Cl)c1. RXN SMILES: [CH3:13][c:14]1[cH:15][cH:16][cH:17][cH:18][cH:19]1.[Cl:1][c:2]1[cH:3][c:4]([C:9]#[C:10][CH2:11][OH:12])[cH:5][cH:6][c:7]1[Cl:8]>>[Cl:1][c:2]1[cH:3][c:4]([CH2:9][CH2:10][CH2:11][OH:12])[cH:5][cH:6][c:7]1[Cl:8]. Starting materials: CN1C(NCC1C(=O)OC(C)(C)C)=O (1,1-dimethylethyl 3-methyl-2-oxo-4-imidazolidinecarboxylate), BrC=1C=CC(=NC1)F (5-bromo-2-fluoropyridine), CN([C@H]1[C@@H](CCCC1)N)C (trans-N,N-dimethylcyclohexane-1,2-diamine), P(=O)([O-])([O-])[O-].[K+].[K+].[K+] (potassium phosphate). The reagents and catalysts are [Cu]I (copper(I) iodide). Solvent: O1CCOCC1 (1,4-dioxane). The product is FC1=CC=C(C=N1)N1C(N(C(C1)C(=O)OC(C)(C)C)C)=O (1,1-dimethylethyl 1-(6-fluoro-3-pyridinyl)-3-methyl-2-oxo-4-imidazolidinecarboxylate). Isolated yield 71.5%. RXN SMILES: [CH3:1][N:2]1[CH:6]([C:7]([O:9][C:10]([CH3:13])([CH3:12])[CH3:11])=[O:8])[CH2:5][NH:4][C:3]1=[O:14].Br[C:16]1[CH:17]=[CH:18][C:19]([F:22])=[N:20][CH:21]=1.CN(C)[C@@H]1CCCC[C@H]1N.P([O-])([O-])([O-])=O.[K+].[K+].[K+]>O1CCOCC1.[Cu]I>[F:22][C:19]1[N:20]=[CH:21][C:16]([N:4]2[CH2:5][CH:6]([C:7]([O:9][C:10]([CH3:11])([CH3:13])[CH3:12])=[O:8])[N:2]([CH3:1])[C:3]2=[O:14])=[CH:17][CH:18]=1 |f:3.4.5.6|. Procedure: To a solution of 1,1-dimethylethyl 3-methyl-2-oxo-4-imidazolidinecarboxylate (400 mg, 1.998 mmol) (prepared as described in step (iii) of Example 13, starting from (4S)-2-oxo-3-{[(phenylmethyl)oxy]carbonyl}-4-imidazolidinecarboxylic acid) and 5-bromo-2-fluoropyridine (352 mg, 1.998 mmol) in 1,4-dioxane (20 ml) was added trans-N,N-dimethylcyclohexane-1,2-diamine (0.062 ml, 0.400 mmol), potassium phosphate (1272 mg, 5.99 mmol) and copper(I) iodide (38.0 mg, 0.200 mmol) and the reaction mixture was... Reactants: Cl.Cl.N1C=C(C2=CC=CC=C12)C1CCC(CC1)NC(C(=O)N)C1CCNCC1 (2-[4-(1H-Indol-3-yl)-cyclohexylamino]-2-piperidin-4-yl-acetamide dihydrochloride), FC(OC1=CC=C(/C=C/C(=O)O)C=C1)(F)F (trans-4-(trifluoromethoxy)cinnamic acid). The product is N1C=C(C2=CC=CC=C12)C1CCC(CC1)NC(C(=O)N)C1CCN(CC1)C(\C=C\C1=CC=C(C=C1)OC(F)(F)F)=O (2-[4-(1H-Indol-3-yl)-cyclohexylamino]-2-[1-(trans-4-(trifluoromethoxy)cinnamoyl)piperidin-4-yl]-acetamide). RXN SMILES: Cl.Cl.[NH:3]1[C:11]2[C:6](=[CH:7][CH:8]=[CH:9][CH:10]=2)[C:5]([CH:12]2[CH2:17][CH2:16][CH:15]([NH:18][CH:19]([CH:23]3[CH2:28][CH2:27][NH:26][CH2:25][CH2:24]3)[C:20]([NH2:22])=[O:21])[CH2:14][CH2:13]2)=[CH:4]1.[F:29][C:30]([F:44])([F:43])[O:31][C:32]1[CH:42]=[CH:41][C:35](/[CH:36]=[CH:37]/[C:38](O)=[O:39])=[CH:34][CH:33]=1>>[NH:3]1[C:11]2[C:6](=[CH:7][CH:8]=[CH:9][CH:10]=2)[C:5]([CH:12]2[CH2:17][CH2:16][CH:15]([NH:18][CH:19]([CH:23]3[CH2:24][CH2:25][N:26]([C:38](=[O:39])/[CH:37]=[CH:36]/[C:35]4[CH:34]=[CH:33][C:32]([O:31][C:30]([F:43])([F:44])[F:29])=[CH:42][CH:41]=4)[CH2:27][CH2:28]3)[C:20]([NH2:22])=[O:21])[CH2:14][CH2:13]2)=[CH:4]1 |f:0.1.2|. Procedure details: The title compound was prepared from the product of Example 1, step J, and trans-4-(trifluoromethoxy)cinnamic acid, by the method of Example 1, step K, giving a solid that was a mixture of cyclohexyl diastereomers by LCMS. Mass spectrum (LCMS, ESI pos.) calcd. for C31H35F3N4O3: 569 (M+H). Found: 569 Starting materials: FC1=CC=C(C=O)C=C1 (4-fluorobenzaldehyde), N1(CCCC1)CC1CCNCC1 (4-Pyrrolidin-1-ylmethyl-piperidine). Procedure details: Prepared from 4-fluorobenzaldehyde and the product of Example 4. Reaction SMILES: F[C:2]1[CH:9]=[CH:8][C:5]([CH:6]=[O:7])=[CH:4][CH:3]=1.[N:10]1([CH2:15][CH:16]2[CH2:21][CH2:20][NH:19][CH2:18][CH2:17]2)[CH2:14][CH2:13][CH2:12][CH2:11]1>>[N:10]1([CH2:15][CH:16]2[CH2:21][CH2:20][N:19]([C:2]3[CH:9]=[CH:8][C:5]([CH:6]=[O:7])=[CH:4][CH:3]=3)[CH2:18][CH2:17]2)[CH2:14][CH2:13][CH2:12][CH2:11]1. Yields the product N1(CCCC1)CC1CCN(CC1)C1=CC=C(C=O)C=C1 (4-(4-Pyrrolidin-1-ylmethyl-pieridin-1-yl)-benzaldehyde). The reactants are O=CO, CC(C)(C)OC(=O)N1CCCC1C(=O)NC(C#N)Cc1ccc(-c2ccccc2)cc1. Yields the product N#CC(Cc1ccc(-c2ccccc2)cc1)NC(=O)C1CCCN1. RXN SMILES: [CH:32]([OH:33])=[O:34].[c:1]1(-[c:26]2[cH:27][cH:28][cH:29][cH:30][cH:31]2)[cH:2][cH:3][c:4]([CH2:7][CH:8]([C:9]#[N:10])[NH:11][C:12](=[O:13])[CH:14]2[N:15]([C:19]([O:20][C:21]([CH3:22])([CH3:23])[CH3:24])=[O:25])[CH2:16][CH2:17][CH2:18]2)[cH:5][cH:6]1>>[c:1]1(-[c:26]2[cH:27][cH:28][cH:29][cH:30][cH:31]2)[cH:2][cH:3][c:4]([CH2:7][CH:8]([C:9]#[N:10])[NH:11][C:12](=[O:13])[CH:14]2[NH:15][CH2:16][CH2:17][CH2:18]2)[cH:5][cH:6]1. Reactants: CCOC(=O)C(=Cc1ccc2[nH]ccc2c1)OCC, COc1ccccc1-c1nc(CCl)c(C)o1. Product: CCOC(=O)C(=Cc1ccc2c(ccn2Cc2nc(-c3ccccc3OC)oc2C)c1)OCC. RXN SMILES: [CH2:1]([CH3:2])[O:3][C:4]([C:5](=[CH:6][c:7]1[cH:8][c:9]2[cH:10][cH:11][nH:12][c:13]2[cH:14][cH:15]1)[O:16][CH2:17][CH3:18])=[O:19].[Cl:20][CH2:21][c:22]1[n:23][c:24](-[c:28]2[c:29]([O:34][CH3:35])[cH:30][cH:31][cH:32][cH:33]2)[o:25][c:26]1[CH3:27]>>[CH2:1]([CH3:2])[O:3][C:4]([C:5](=[CH:6][c:7]1[cH:8][c:9]2[cH:10][cH:11][n:12]([CH2:21][c:22]3[n:23][c:24](-[c:28]4[c:29]([O:34][CH3:35])[cH:30][cH:31][cH:32][cH:33]4)[o:25][c:26]3[CH3:27])[c:13]2[cH:14][cH:15]1)[O:16][CH2:17][CH3:18])=[O:19].